From a dataset of the Open Reaction Database (ORD), a public repository of structured organic reaction records. describe an organic reaction: reactants, conditions, products, and yield Starting materials: CCc1nc(NC2c3ccccc3CC2O)c(CC)nc1Br, OC1Cc2ccccc2C1Nc1nc(C2CC2)cnc1C1CC1. The product is OC1Cc2ccccc2C1Nc1nc(C2CC2)c(Br)nc1C1CC1. Reaction SMILES: [Br:1][c:2]1[n:3][c:4]([CH2:5][CH3:6])[c:7]([NH:8][CH:9]2[c:10]3[c:11]([cH:12][cH:13][cH:14][cH:15]3)[CH2:16][CH:17]2[OH:18])[n:19][c:20]1[CH2:21][CH3:22].[CH:23]1([c:26]2[c:27]([NH:35][CH:36]3[CH:37]([OH:45])[CH2:38][c:39]4[cH:40][cH:41][cH:42][cH:43][c:44]43)[n:28][c:29]([CH:32]3[CH2:33][CH2:34]3)[cH:30][n:31]2)[CH2:24][CH2:25]1>>[Br:1][c:30]1[c:29]([CH:32]2[CH2:33][CH2:34]2)[n:28][c:27]([NH:35][CH:36]2[CH:37]([OH:45])[CH2:38][c:39]3[cH:40][cH:41][cH:42][cH:43][c:44]32)[c:26]([CH:23]2[CH2:24][CH2:25]2)[n:31]1. Reactants: [Br-], CCOC(=O)CC(=O)OCC, CCOC(=O)C[PH+](OCC)OCC, O=CC=CC1C=CC=CC1, [Li], [Na], C1CCOC1, O=C(O)CCC=CCCc1ccccc1. The product is COc1ccc(CCC=CCCC(=O)O)cc1. Reaction SMILES: [Br-:40].[C:42]([O:43][CH2:44][CH3:45])(=[O:46])[CH2:47][C:48]([O:49][CH2:50][CH3:51])=[O:52].[CH2:27]([O:28][PH+:29]([CH2:30][C:31]([O:32][CH2:33][CH3:34])=[O:35])[O:36][CH2:37][CH3:38])[CH3:39].[CH:16]([CH:17]=[CH:18][CH:19]1[CH:20]=[CH:21][CH:22]=[CH:23][CH2:24]1)=[O:25].[Li:26].[Na:41].[O:53]1[CH2:54][CH2:55][CH2:56][CH2:57]1.[c:1]1([CH2:7][CH2:8][CH:9]=[CH:10][CH2:11][CH2:12][C:13](=[O:14])[OH:15])[cH:2][cH:3][cH:4][cH:5][cH:6]1>>[c:1]1([CH2:7][CH2:8][CH:9]=[CH:10][CH2:11][CH2:12][C:13](=[O:14])[OH:15])[cH:2][cH:3][c:4]([O:25][CH3:16])[cH:5][cH:6]1. Starting materials: Amidine, ClP(C1=CC=CC=C1)C1=CC=CC=C1 (chlorodiphenylphosphine), S1C(=NC=C1)NC(C1=CC=CC=C1)=N (N1-(thiazol-2-yl)benzamidine), C(CCC)[Li] (butyllithium). The solvent is CCCCC (pentane). Product: C1(=CC=CC=C1)P(N=C(C1=CC=CC=C1)NC=1SC=CN1)C1=CC=CC=C1 (N2-(diphenylphosphino)-N1-(thiazol-2-yl)benzamidine). Yield: 26.8%. Reaction SMILES: [S:1]1[CH:5]=[CH:4][N:3]=[C:2]1[NH:6][C:7](=[NH:14])[C:8]1[CH:13]=[CH:12][CH:11]=[CH:10][CH:9]=1.C([Li])CCC.Cl[P:21]([C:28]1[CH:33]=[CH:32][CH:31]=[CH:30][CH:29]=1)[C:22]1[CH:27]=[CH:26][CH:25]=[CH:24][CH:23]=1>CCCCC>[C:28]1([P:21]([C:22]2[CH:23]=[CH:24][CH:25]=[CH:26][CH:27]=2)[N:14]=[C:7]([NH:6][C:2]2[S:1][CH:5]=[CH:4][N:3]=2)[C:8]2[CH:13]=[CH:12][CH:11]=[CH:10][CH:9]=2)[CH:29]=[CH:30][CH:31]=[CH:32][CH:33]=1. Procedure details: Procedure as described for NP Amidine XVII using the following amounts: 3.06 g of N1-(thiazol-2-yl)benzamidine (Amidine XVI, 15.0 mmol), 7.50 mL of 2.0 M butyllithium (15.0 mmol), 0.93 mL of chlorodiphenylphosphine (15.0 mmol). Following removal of lithium chloride, the solvent was removed from the filtrate to give a sticky residue. The sticky residue was suspended in 100 mL of pentane. Vigorous stirring and scraping eventually yielded an off-white solid after 2 hours. The solid was collected an... Reactants: C(#N)C(CC(=O)O)(CCl)O (3-cyano-3-hydroxy-4-chlorobutyric acid), O (water). The product is C(N)(=O)C(CC(=O)O)(CCl)O (3-carbamoyl-3-hydroxy-4-chlorobutyric acid). RXN SMILES: [C:1]([C:3]([OH:10])([CH2:8][Cl:9])[CH2:4][C:5]([OH:7])=[O:6])#[N:2].[OH2:11]>>[C:1]([C:3]([OH:10])([CH2:8][Cl:9])[CH2:4][C:5]([OH:7])=[O:6])(=[O:11])[NH2:2]. Procedure: reacting 3-cyano-3-hydroxy-4-chlorobutyric acid with water at a pH of from about 1.0 to about 3.0 to form 3-carbamoyl-3-hydroxy-4-chlorobutyric acid, Reactants: NC=1C=C2COC(C2=CC1)=C1C(NC2=CC=CC=C12)=O (3-(5-Amino-3H-isobenzofuran-1-ylidene)-1,3-dihydro-indol-2-one), C(C)(C)N(C(C)C)CC (N,N-diisopropylethylamine), IC (iodomethane), C1CCOC1 (THF). Reagents/catalysts: [O-]S(=O)(=O)C(F)(F)F.[Ag+] (silver triflate). Conditions: time 21 hour. The product is CN(C=1C=C2COC(C2=CC1)=C1C(NC2=CC=CC=C12)=O)C (3-(5-Dimethylamino-3H-isobenzofuran-1-ylidene)-1,3-dihydro-indol-2-one), CNC=1C=C2COC(C2=CC1)=C1C(NC2=CC=CC=C12)=O (3-(5-Methylamino-3H-isobenzofuran-1-ylidene)-1,3-dihydro-indol-2-one). As a reaction SMILES: [NH2:1][C:2]1[CH:3]=[C:4]2[C:8](=[CH:9][CH:10]=1)[C:7](=[C:11]1[C:19]3[C:14](=[CH:15][CH:16]=[CH:17][CH:18]=3)[NH:13][C:12]1=[O:20])[O:6][CH2:5]2.[CH:21]([N:24]([CH2:28]C)[CH:25]([CH3:27])[CH3:26])(C)C.I[CH3:31].[CH2:32]1[CH2:36][O:35][CH2:34][CH2:33]1>[O-]S(C(F)(F)F)(=O)=O.[Ag+]>[CH3:21][N:24]([CH3:28])[C:25]1[CH:27]=[C:33]2[C:32](=[CH:31][CH:26]=1)[C:36](=[C:11]1[C:19]3[C:14](=[CH:15][CH:16]=[CH:17][CH:18]=3)[NH:13][C:12]1=[O:20])[O:35][CH2:34]2.[CH3:21][NH:1][C:2]1[CH:3]=[C:4]2[C:8](=[CH:9][CH:10]=1)[C:7](=[C:11]1[C:19]3[C:14](=[CH:15][CH:16]=[CH:17][CH:18]=3)[NH:13][C:12]1=[O:20])[O:6][CH2:5]2 |f:4.5|. Reported procedure: To a solution of 3-(5-Amino-3H-isobenzofuran-1-ylidene)-1,3-dihydro-indol-2-one (50.0 mg, 0.189 mmol) and N,N-diisopropylethylamine (65.8 μL, 0.378 mmol) in 2.0 mL THF was added iodomethane (12.9 μL, 0.208 mmol). After stirring at room temperature for 21 h, silver triflate (53.4 mg, 0.208 mmol) was added and the mixture heated at 45° C. for 16 h. The mixture was partitioned between EtOAc and saturated NaHCO3 and the organic separated. The organic layer was washed with H2O, brine and then dried w... The reactants are C(C)OC1=C(N=C2C(=N1)N(N=C2)CC)C(=O)O (6-ethoxy-1-ethyl-1H-pyrazolo[3,4-b]pyrazine-5-carboxylic acid), S(=O)(Cl)Cl (thionyl chloride). Reported procedure: 40 g. of 6-ethoxy-1-ethyl-1H-pyrazolo[3,4-b]pyrazine-5-carboxylic acid (0.17 mol.) and 300 ml. of thionyl chloride are refluxed for 21/2 hours. After removal of the excess thionyl chloride under vacuum, the 6-ethoxy-1-ethyl-1 H- pyrazolo[3,4-b]-pyrazine-5-carbonyl chloride is treated with hexane, filtered off and then dried at 60°, yield 41.5 g. (96%), m.p. 86°-87°. Reaction SMILES: [CH2:1]([O:3][C:4]1[N:9]=[C:8]2[N:10]([CH2:13][CH3:14])[N:11]=[CH:12][C:7]2=[N:6][C:5]=1[C:15]([OH:17])=O)[CH3:2].S(Cl)([Cl:20])=O>>[CH2:1]([O:3][C:4]1[N:9]=[C:8]2[N:10]([CH2:13][CH3:14])[N:11]=[CH:12][C:7]2=[N:6][C:5]=1[C:15]([Cl:20])=[O:17])[CH3:2]. The product is C(C)OC1=C(N=C2C(=N1)N(N=C2)CC)C(=O)Cl (6-Ethoxy-1-ethyl-1H-pyrazolo[3,4-b]pyrazine-5-carbonyl chloride). Product: CCc1c(C(=O)OC(C)(C)C)[nH]c(C=O)c1-c1cc2ccccc2o1. Reactants: CCc1c(C(=O)OC(C)(C)C)[nH]c(C=O)c1I, COCCOC, [K+], [K+], [K+], O=P([O-])([O-])[O-], OB(O)c1cc2ccccc2o1. Reaction SMILES: [CH2:1]([CH3:2])[c:3]1[c:4]([C:11](=[O:12])[O:13][C:14]([CH3:15])([CH3:16])[CH3:17])[nH:5][c:6]([CH:9]=[O:10])[c:7]1[I:8].[CH2:38]([CH2:39][O:40][CH3:41])[O:42][CH3:43].[K+:23].[K+:24].[K+:25].[P:18]([O-:19])([O-:20])([O-:21])=[O:22].[o:26]1[c:27]([B:35]([OH:36])[OH:37])[cH:28][c:29]2[c:30]1[cH:31][cH:32][cH:33][cH:34]2>>[CH2:1]([CH3:2])[c:3]1[c:4]([C:11](=[O:12])[O:13][C:14]([CH3:15])([CH3:16])[CH3:17])[nH:5][c:6]([CH:9]=[O:10])[c:7]1-[c:27]1[o:26][c:30]2[c:29]([cH:28]1)[cH:34][cH:33][cH:32][cH:31]2. Starting materials: [Al+3], C1CCOC1, [H-], [H-], [H-], [H-], [Li+], O=C1Nc2ccccc2CCc2ccccc21. The product is c1ccc2c(c1)CCc1ccccc1NC2. RXN SMILES: [Al+3:19].[CH2:24]1[O:25][CH2:26][CH2:27][CH2:28]1.[H-:18].[H-:21].[H-:22].[H-:23].[Li+:20].[cH:1]1[cH:2][cH:3][cH:4][c:5]2[c:12]1[CH2:11][CH2:10][c:9]1[c:8]([cH:16][cH:15][cH:14][cH:13]1)[C:7](=[O:17])[NH:6]2>>[cH:1]1[cH:2][cH:3][cH:4][c:5]2[c:12]1[CH2:11][CH2:10][c:9]1[c:8]([cH:16][cH:15][cH:14][cH:13]1)[CH2:7][NH:6]2. The reactants are O, Cc1ccc(S(=O)(=O)O)cc1, Cc1ccccc1C, O=C(O)C(C(=O)O)c1ccc2sccc2c1. Yields the product O=C(O)Cc1ccc2sccc2c1. RXN SMILES: [OH2:17].[c:18]1([CH3:19])[cH:20][cH:21][c:22]([S:23]([OH:24])(=[O:25])=[O:26])[cH:27][cH:28]1.[c:29]1([CH3:30])[c:31]([CH3:32])[cH:33][cH:34][cH:35][cH:36]1.[s:1]1[cH:2][cH:3][c:4]2[c:5]1[cH:6][cH:7][c:8]([CH:10]([C:11](=[O:12])[OH:13])[C:14]([OH:15])=[O:16])[cH:9]2>>[s:1]1[cH:2][cH:3][c:4]2[c:5]1[cH:6][cH:7][c:8]([CH2:10][C:11](=[O:12])[OH:13])[cH:9]2. Reactants: [BH4-].[Na+] (sodium borohydride), C(C1=CC=CC=C1)(=O)C1NC(OC1)=O (4-benzoyl oxazolidin-2-one), [Cl-].[NH4+] (ammonium chloride). The solvent is C(C)O (ethanol). Run at time 2.5 hour. The product is OC(C1=CC=CC=C1)C1NC(OC1)=O (4-(α-Hydroxybenzyl)-oxazolidin-2-one). Reaction SMILES: [C:1]([CH:9]1[CH2:13][O:12][C:11](=[O:14])[NH:10]1)(=[O:8])[C:2]1[CH:7]=[CH:6][CH:5]=[CH:4][CH:3]=1.[BH4-].[Na+].[Cl-].[NH4+]>C(O)C>[OH:8][CH:1]([CH:9]1[CH2:13][O:12][C:11](=[O:14])[NH:10]1)[C:2]1[CH:3]=[CH:4][CH:5]=[CH:6][CH:7]=1 |f:1.2,3.4|. Procedure details: 3 g (15.8 mMole) of 4-benzoyl oxazolidin-2-one are dissolved in 100 ml of ethanol, followed by the addition in portions at room temperature of 900 mg (23.8 mMole) of sodium borohydride. The mixture is then stirred for 2.5 hours at room temperature. The reaction solution is then hydrolysed with a saturated ammonium chloride solution. The aqueous phase is repeatedly extracted with CHCl3, the organic phases are combined, dried over Na2SO4 and concentrated in a rotary evaporator. The oil is taken up...